From a dataset of the Open Reaction Database (ORD), a public repository of structured organic reaction records. describe an organic reaction: reactants, conditions, products, and yield Procedure: Methanol (1.25 mL) was added dropwise to a mixture of 10% palladium on charcoal (20 mg) and bicyclic alcohol (108) (49 mg, 0.177 mmol) under an atmosphere of argon. The argon was replaced by hydrogen then the suspension was stirred for 1 hour then filtered through celite in vacuo. The filter cake was washed with ethanol (10 mL) then the solvents removed in vacuo from the filtrate. The residue was azeotroped with diethyl ether (3×3 mL) to obtain the crude (3R,3aR,6R,6aR)-6-methylhexahydro-2H-furo... The solvent is CO (Methanol). Reaction SMILES: [OH:1][C@@H:2]1[C@H:6]2[N:7](C(OCC3C=CC=CC=3)=O)[CH2:8][C@@H:9]([CH3:10])[C@H:5]2[O:4][CH2:3]1.[H][H]>[Pd].CO>[CH3:10][C@@H:9]1[CH2:8][NH:7][C@@H:6]2[C@@H:2]([OH:1])[CH2:3][O:4][C@H:5]12. Run at time 1 hour. Yields the product C[C@H]1[C@@H]2[C@H](NC1)[C@H](CO2)O ((3R,3aR,6R,6aR)-6-methylhexahydro-2H-furo[3,2-b]pyrrol-3-ol). The reactants are O[C@H]1CO[C@H]2[C@@H]1N(C[C@H]2C)C(=O)OCC2=CC=CC=C2 ((3R,3aR,6R,6aR)-benzyl 3-hydroxy-6-methyltetrahydro-2H-furo[3,2-b]pyrrole-4(5H)-carboxylate), [H][H] (hydrogen). Reagents/catalysts: [Pd] (palladium on charcoal). Reaction SMILES: [NH2:1][C:2]1[S:3][CH:4]=[C:5]([C:7]([O:9][CH3:10])=[O:8])[N:6]=1.[OH:11][CH:12]([CH3:16])[C:13](=O)[CH3:14].C(O)(=O)C.C(O[BH-](OC(=O)C)OC(=O)C)(=O)C.[Na+].C([O-])(O)=O.[Na+]>ClCCCl>[OH:11][CH:12]([CH3:16])[CH:13]([NH:1][C:2]1[S:3][CH:4]=[C:5]([C:7]([O:9][CH3:10])=[O:8])[N:6]=1)[CH3:14] |f:3.4,5.6|. Reported procedure: Methyl 2-aminothiazole-4-carboxylate (1.0, 6.32 mmol), 3-hydroxy-2-butanone (1.045 ml, 12.01 mmol) and acetic acid (2.278 g, 37.9 mmol) were dissolved in 1,2-dichloroethane. Sodium triacetoxy borohydride (3.75 g, 17.70 mmol) was added and the reaction mixture was stirred overnight. Sodium triacetoxy borohydride (3.1 g) was added in two portions and the reaction mixture was stirred over two nights. 1M NaHCO3 was added slowly and mixture was extracted twice with DCM. DCM phase was dried and evapor... The reactants are C(=O)(O)[O-].[Na+] (NaHCO3), C(C)(=O)O[BH-](OC(C)=O)OC(C)=O.[Na+] (Sodium triacetoxy borohydride), C(C)(=O)O[BH-](OC(C)=O)OC(C)=O.[Na+] (Sodium triacetoxy borohydride), NC=1SC=C(N1)C(=O)OC (Methyl 2-aminothiazole-4-carboxylate), OC(C(C)=O)C (3-hydroxy-2-butanone), C(C)(=O)O (acetic acid). Product: OC(C(C)NC=1SC=C(N1)C(=O)OC)C (Methyl 2-(3-hydroxybutan-2-ylamino)thiazole-4-carboxylate). Solvent: ClCCCl (1,2-dichloroethane). Yield: 68.1%. Run at time 8 hour. Reactants: BrCc1ccccc1, O=C([O-])O, O=C1CCCN1C1CCC2(O)C3Cc4ccc(OCc5ccccc5)c5c4C2(CCN3CC2CC2)C1O5, C1CCOC1, C1CCOC1, CC(C)[N-]C(C)C, [Li+], [Na+]. The product is O=C1C(Cc2ccccc2)CCN1C1CCC2(O)C3Cc4ccc(OCc5ccccc5)c5c4C2(CCN3CC2CC2)C1O5. RXN SMILES: [Br:51][CH2:52][c:53]1[cH:54][cH:55][cH:56][cH:57][cH:58]1.[C:59](=[O:60])([O-:61])[OH:62].[CH2:1]([c:2]1[cH:3][cH:4][cH:5][cH:6][cH:7]1)[O:8][c:9]1[cH:10][cH:11][c:12]2[c:21]3[c:22]1[O:23][CH:19]1[CH:18]([N:31]4[C:32](=[O:36])[CH2:33][CH2:34][CH2:35]4)[CH2:17][CH2:16][C:15]4([OH:37])[CH:14]([CH2:13]2)[N:26]([CH2:27][CH:28]2[CH2:29][CH2:30]2)[CH2:25][CH2:24][C:20]413.[CH2:46]1[O:47][CH2:48][CH2:49][CH2:50]1.[CH2:64]1[O:65][CH2:66][CH2:67][CH2:68]1.[CH3:39][CH:40]([N-:41][CH:42]([CH3:43])[CH3:44])[CH3:45].[Li+:38].[Na+:63]>>[CH2:1]([c:2]1[cH:3][cH:4][cH:5][cH:6][cH:7]1)[O:8][c:9]1[cH:10][cH:11][c:12]2[c:21]3[c:22]1[O:23][CH:19]1[CH:18]([N:31]4[C:32](=[O:36])[CH:33]([CH2:52][c:53]5[cH:54][cH:55][cH:56][cH:57][cH:58]5)[CH2:34][CH2:35]4)[CH2:17][CH2:16][C:15]4([OH:37])[CH:14]([CH2:13]2)[N:26]([CH2:27][CH:28]2[CH2:29][CH2:30]2)[CH2:25][CH2:24][C:20]413. The product is COc1cc2c(Nc3ccc(Cl)cc3F)ncnc2cc1OCCOc1ccncc1. As a reaction SMILES: [C:34](=[O:35])([O-:36])[O-:37].[CH3:40][N:41]1[CH2:42][CH2:43][CH2:44][C:45]1=[O:46].[Cl:1][c:2]1[cH:3][c:4]([F:22])[c:5]([NH:6][c:7]2[n:8][cH:9][n:10][c:11]3[cH:12][c:13]([OH:19])[c:14]([O:17][CH3:18])[cH:15][c:16]23)[cH:20][cH:21]1.[Cl:24][CH2:25][CH2:26][O:27][c:28]1[cH:29][cH:30][n:31][cH:32][cH:33]1.[ClH:23].[K+:38].[K+:39].[OH2:47]>>[Cl:1][c:2]1[cH:3][c:4]([F:22])[c:5]([NH:6][c:7]2[n:8][cH:9][n:10][c:11]3[cH:12][c:13]([O:19][CH2:25][CH2:26][O:27][c:28]4[cH:29][cH:30][n:31][cH:32][cH:33]4)[c:14]([O:17][CH3:18])[cH:15][c:16]23)[cH:20][cH:21]1. The reactants are O=C([O-])[O-], CN1CCCC1=O, COc1cc2c(Nc3ccc(Cl)cc3F)ncnc2cc1O, ClCCOc1ccncc1, Cl, [K+], [K+], O. Starting materials: N1(CCNCC1)C=1C=CC=2N(C1)C(=NN2)C(F)(F)F (6-(piperazin-1-yl)-3-(trifluoromethyl)-[1,2,4]triazolo[4,3-a]pyridine), FC(C1=C(CN2CCN(CC2)C=2C=CC=3N(N2)C(=NN3)C(F)(F)F)C=C(C=C1)F)F (6-[4-[2-(difluoromethyl)-5-fluorobenzyl]piperazin-1-yl]-3-(trifluoromethyl)[1,2,4]triazolo[4,3-b]pyridazine). Yields the product FC(C1=C(CN2CCN(CC2)C=2C=CC=3N(C2)C(=NN3)C(F)(F)F)C=C(C=C1)F)F (6-[4-[2-(difluoromethyl)-5-fluorobenzyl]piperazin-1-yl]-3-(trifluoromethyl)[1,2,4]triazolo[4,3-a]pyridine). Yield: 39.0%. As a reaction SMILES: [N:1]1([C:7]2[CH:8]=[CH:9][C:10]3[N:11]([C:13]([C:16]([F:19])([F:18])[F:17])=[N:14][N:15]=3)[CH:12]=2)[CH2:6][CH2:5][NH:4][CH2:3][CH2:2]1.[F:20][CH:21]([F:49])[C:22]1[CH:47]=[CH:46][C:45]([F:48])=[CH:44][C:23]=1[CH2:24]N1CCN(C2C=CC3N(C(C(F)(F)F)=NN=3)N=2)CC1>>[F:49][CH:21]([F:20])[C:22]1[CH:47]=[CH:46][C:45]([F:48])=[CH:44][C:23]=1[CH2:24][N:4]1[CH2:3][CH2:2][N:1]([C:7]2[CH:8]=[CH:9][C:10]3[N:11]([C:13]([C:16]([F:18])([F:17])[F:19])=[N:14][N:15]=3)[CH:12]=2)[CH2:6][CH2:5]1. Reported procedure: Obtained in 39% yield by General Synthetic Method 9, starting from 6-(piperazin-1-yl)-3-(trifluoromethyl)-[1,2,4]triazolo[4,3-a]pyridine and 2-difluoromethyl-5-fluorobenzaldehyde (obtained as described in Example 779, preparation of starting materials). Starting materials: ClCCl, COC(=O)C=Cc1cccc(F)c1, C=[N+]=[N-], CC(=O)[O-], CC(=O)[O-], [Pd+2]. Product: COC(=O)C1CC1c1cccc(F)c1. As a reaction SMILES: [Cl:26][CH2:27][Cl:28].[F:1][c:2]1[cH:3][c:4]([CH:8]=[CH:9][C:10](=[O:11])[O:12][CH3:13])[cH:5][cH:6][cH:7]1.[N+:14](=[N-:15])=[CH2:16].[O-:18][C:19]([CH3:20])=[O:21].[O-:22][C:23]([CH3:24])=[O:25].[Pd+2:17]>>[F:1][c:2]1[cH:3][c:4]([CH:8]2[CH:9]([C:10](=[O:11])[O:12][CH3:13])[CH2:16]2)[cH:5][cH:6][cH:7]1.